Dataset: the Open Reaction Database (ORD), a public repository of structured organic reaction records. Task: describe an organic reaction: reactants, conditions, products, and yield Reported procedure: A stirred mixture of 100.0 g (0.73 mole) of 4-methyl-3-methoxyaniline in 800 mL of concentrated hydrochloric acid was cooled to -5° C. A solution of 501.5 g (0.73 mole) of sodium nitrite in 250 mL of water was added slowly while maintaining the temperature of the reaction mixture below 0° C. The resultant mixture was stirred at -5° C. for 30 minutes. A cold solution of 330.0 g (1.46 mole) of tin (II) chloride dihydrate in 360 mL of concentrated hydrochloric acid was added over one hour. After co... Yield: 52.2%. The solvent is Cl (hydrochloric acid), O (water), Cl (hydrochloric acid). Reactants: O.O.[Sn](Cl)Cl (tin (II) chloride dihydrate), N(=O)[O-].[Na+] (sodium nitrite), resultant mixture, CC1=C(C=C(N)C=C1)OC (4-methyl-3-methoxyaniline), resultant mixture. Reaction conditions: temperature -5 celsius. Yields the product CC1=C(C=C(C=C1)NN)OC (4-methyl-3-methoxyphenylhydrazine). Reaction SMILES: [CH3:1][C:2]1[CH:8]=[CH:7][C:5]([NH2:6])=[CH:4][C:3]=1[O:9][CH3:10].[N:11]([O-])=O.[Na+].O.O.[Sn](Cl)Cl>Cl.O>[CH3:1][C:2]1[CH:8]=[CH:7][C:5]([NH:6][NH2:11])=[CH:4][C:3]=1[O:9][CH3:10] |f:1.2,3.4.5|. The reactants are CCCCCCCCC=CCCCCCCCC(=O)O, CCCCCCCCCCCC, C=CCc1ccc(O)c(OC)c1, C=CCc1ccc(O)c(OC)c1. The product is C=CCc1ccc(O)c(OC)c1, COc1cc(C=CC=O)ccc1O. RXN SMILES: [C:13]([OH:14])([CH2:15][CH2:16][CH2:17][CH2:18][CH2:19][CH2:20][CH2:21][CH:22]=[CH:23][CH2:24][CH2:25][CH2:26][CH2:27][CH2:28][CH2:29][CH2:30][CH3:32])=[O:31].[CH3:1][CH2:2][CH2:3][CH2:4][CH2:5][CH2:6][CH2:7][CH2:8][CH2:9][CH2:10][CH2:11][CH3:12].[CH3:45][O:46][c:47]1[cH:48][c:49]([CH2:50][CH:51]=[CH2:52])[cH:53][cH:54][c:55]1[OH:56].[c:33]1([O:43][CH3:44])[c:34]([OH:35])[cH:36][cH:37][c:38]([CH2:39][CH:40]=[CH2:41])[cH:42]1>>[CH3:45][O:46][c:47]1[cH:48][c:49]([CH2:50][CH:51]=[CH2:52])[cH:53][cH:54][c:55]1[OH:56].[O:31]=[CH:41][CH:40]=[CH:39][c:38]1[cH:37][cH:36][c:34]([OH:35])[c:33]([O:43][CH3:44])[cH:42]1. Procedure: 5-(2-Oxo-hexahydro-thieno[3,4-d]imidazol-4-yl)-pentanoic acid 2,5-dioxo-pyrrolidin-1-yl ester (2; 0.35 g, 1.03 mmol) was completely dissolved in DMF (3 mL) with gentle warming. After cooling the 2 solution to room temperature without reprecipitation, it was mixed with a solution of ε-aminocaproic acid (0.18 g, 1.37 mmol) in sodium bicarbonate buffer (0.1 M, pH 8.0; 4 mL) while stirring. After 4 h at room temperature, the reaction mixture was acidified by HCl solution (1 N) to assist in the forma... Conditions: time 4 hour. Reactants: NCCCCCC(=O)O (ε-aminocaproic acid), O=C1N(C(CC1)=O)OC(CCCCC1SCC2NC(NC21)=O)=O (5-(2-Oxo-hexahydrothieno[3,4-d]imidazol-4-yl)-pentanoic Acid 2,5-Dioxo-pyrrolidin-1-yl Ester), Cl (HCl). Product: O=C1NC2C(N1)CSC2CCCCC(=O)NCCCCCC(=O)O (6-[5-(2-Oxo-hexahydro-thieno[3,4-d]imidazol-4-yl)-pentanoylamino]-hexanoic Acid). Reaction SMILES: O=C1CCC(=O)N1O[C:9](=[O:23])[CH2:10][CH2:11][CH2:12][CH2:13][CH:14]1[CH:21]2[CH:17]([NH:18][C:19](=[O:22])[NH:20]2)[CH2:16][S:15]1.[NH2:24][CH2:25][CH2:26][CH2:27][CH2:28][CH2:29][C:30]([OH:32])=[O:31].Cl>CN(C=O)C.C(=O)(O)[O-].[Na+]>[O:22]=[C:19]1[NH:18][CH:17]2[CH2:16][S:15][CH:14]([CH2:13][CH2:12][CH2:11][CH2:10][C:9]([NH:24][CH2:25][CH2:26][CH2:27][CH2:28][CH2:29][C:30]([OH:32])=[O:31])=[O:23])[CH:21]2[NH:20]1 |f:4.5|. Solvent: C([O-])(O)=O.[Na+] (sodium bicarbonate), CN(C)C=O (DMF).